From a dataset of the Open Reaction Database (ORD), a public repository of structured organic reaction records. describe an organic reaction: reactants, conditions, products, and yield The reactants are E2, FC=1C=C(OC2=C(C#N)C=C(C=C2)CO)C=CC1 (2-(3-fluorophenoxy)-5-(hydroxymethyl)benzonitrile), ClC1=NC(N2C(N(CCC2)C)=C1)=O (8-chloro-1-methyl-3,4-dihydro-1H-pyrimido[1,6-a]pyrimidin-6(2H)-one). The product is FC=1C=C(OC2=C(C#N)C=C(C=C2)COC2=NC(N3C(N(CCC3)C)=C2)=O)C=CC1 (2-(3-fluorophenoxy)-5-(((1-methyl-6-oxo-2,3,4,6-tetrahydro-1H-pyrimido[1,6-a]pyrimidin-8-yl)oxy)methyl)benzonitrile). As a reaction SMILES: [F:1][C:2]1[CH:3]=[C:4]([CH:16]=[CH:17][CH:18]=1)[O:5][C:6]1[CH:13]=[CH:12][C:11]([CH2:14][OH:15])=[CH:10][C:7]=1[C:8]#[N:9].Cl[C:20]1[CH:30]=[C:24]2[N:25]([CH3:29])[CH2:26][CH2:27][CH2:28][N:23]2[C:22](=[O:31])[N:21]=1>>[F:1][C:2]1[CH:3]=[C:4]([CH:16]=[CH:17][CH:18]=1)[O:5][C:6]1[CH:13]=[CH:12][C:11]([CH2:14][O:15][C:20]2[CH:30]=[C:24]3[N:25]([CH3:29])[CH2:26][CH2:27][CH2:28][N:23]3[C:22](=[O:31])[N:21]=2)=[CH:10][C:7]=1[C:8]#[N:9]. Procedure: The title compound or its salt was prepared by a procedure similar to that described for E2 starting from 2-(3-fluorophenoxy)-5-(hydroxymethyl)benzonitrile and 8-chloro-1-methyl-3,4-dihydro-1H-pyrimido[1,6-a]pyrimidin-6(2H)-one.